This data is from the Open Reaction Database (ORD), a public repository of structured organic reaction records. The task is: describe an organic reaction: reactants, conditions, products, and yield Product: O(C1=CC=CC=C1)C1=C(C=O)C=C(C=C1)B1OC(C(O1)(C)C)(C)C (2-Phenoxy-5-(4,4,5,5-tetramethyl-1,3,2-dioxaborolan-2-yl)benzaldehyde). Reactants: BrC1=CC(=C(C=O)C=C1)OC1=CC=CC=C1 (4-bromo-2-phenoxybenzaldehyde), O(C1=CC=CC=C1)C1=C(C#N)C=C(C=C1)B1OC(C(O1)(C)C)(C)C (2-phenoxy-5-(4,4,5,5-tetramethyl-1,3,2-dioxaborolane-2-yl)benzonitrile), CO[C@H]1[C@@H](C[C@@H]2CN3CCC4=C([C@H]3C[C@@H]2[C@@H]1C(=O)OC)NC5=C4C=CC(=C5)OC)OC(=O)C6=CC(=C(C(=C6)OC)OC)OC (Hypersil). Procedure: The title compound was prepared in a 62% from 4-bromo-2-phenoxybenzaldehyde in a similar manner to that described for the preparation 2-phenoxy-5-(4,4,5,5-tetramethyl-1,3,2-dioxaborolane-2-yl)benzonitrile: 1H NMR (DMSO-d6, 400 MHz) δ 10.43(s, 1H), 8.14(s, 1H), 7.89(d, 1H), 7.48(t, 2H), 7.27(t, 1H), 7.20(d, 2H), 6.88(d, 1H), 1.30(s, 12H); RP-HPLC (Hypersil HS, 5 μm, 100 A, 4.6×250 mm; 25%-100% acetonitrile—0.05 M ammonium acetate over 10 min, 1 ml/min) tr 14.02min. As a reaction SMILES: Br[C:2]1[CH:9]=[CH:8][C:5]([CH:6]=[O:7])=[C:4]([O:10][C:11]2[CH:16]=[CH:15][CH:14]=[CH:13][CH:12]=2)[CH:3]=1.O(C1C=CC([B:32]2[O:36][C:35]([CH3:38])([CH3:37])[C:34]([CH3:40])([CH3:39])[O:33]2)=CC=1C#N)C1C=CC=CC=1.CO[C@@H]1[C@@H](C(OC)=O)[C@@H]2[C@@H](CN3[C@H](C2)C2NC4C=C(OC)C=CC=4C=2CC3)C[C@H]1OC(C1C=C(OC)C(OC)=C(OC)C=1)=O>C(#N)C>[O:10]([C:4]1[CH:3]=[CH:2][C:9]([B:32]2[O:36][C:35]([CH3:38])([CH3:37])[C:34]([CH3:40])([CH3:39])[O:33]2)=[CH:8][C:5]=1[CH:6]=[O:7])[C:11]1[CH:16]=[CH:15][CH:14]=[CH:13][CH:12]=1. The solvent is C(C)#N (acetonitrile). Starting materials: CC(C)C(=O)Cl, C1CCOC1, CCCC1=NNC(=O)C1=C1C=C(Sc2ccc(N)cc2)c2ccccc2N1. The product is CCCC1=NNC(=O)C1=C1C=C(Sc2ccc(NC(=O)C(C)C)cc2)c2ccccc2N1. RXN SMILES: [C:28]([CH:29]([CH3:30])[CH3:31])(=[O:32])[Cl:33].[CH2:34]1[O:35][CH2:36][CH2:37][CH2:38]1.[NH2:1][c:2]1[cH:3][cH:4][c:5]([S:8][C:9]2=[CH:10][C:11](=[C:19]3[C:20]([CH2:25][CH2:26][CH3:27])=[N:21][NH:22][C:23]3=[O:24])[NH:12][c:13]3[cH:14][cH:15][cH:16][cH:17][c:18]32)[cH:6][cH:7]1>>[NH:1]([c:2]1[cH:3][cH:4][c:5]([S:8][C:9]2=[CH:10][C:11](=[C:19]3[C:20]([CH2:25][CH2:26][CH3:27])=[N:21][NH:22][C:23]3=[O:24])[NH:12][c:13]3[cH:14][cH:15][cH:16][cH:17][c:18]32)[cH:6][cH:7]1)[C:28]([CH:29]([CH3:30])[CH3:31])=[O:32]. Reactants: OC=1C=C(C=O)C=CC1 (3-hydroxybenzaldehyde), ClCC(=O)N (2-chloroacetamide), C([O-])([O-])=O.[K+].[K+] (potassium carbonate). Solvent: CN(C=O)C (dimethylformamide). Conditions: temperature 90 celsius, time 2 hour. Yields the product NC(=O)COC=1C=C(C=O)C=CC1 (3-(aminocarbonylmethoxy)benzaldehyde). Isolated yield 72.8%. As a reaction SMILES: [OH:1][C:2]1[CH:3]=[C:4]([CH:7]=[CH:8][CH:9]=1)[CH:5]=[O:6].Cl[CH2:11][C:12]([NH2:14])=[O:13].C(=O)([O-])[O-].[K+].[K+]>CN(C)C=O>[NH2:14][C:12]([CH2:11][O:1][C:2]1[CH:3]=[C:4]([CH:7]=[CH:8][CH:9]=1)[CH:5]=[O:6])=[O:13] |f:2.3.4|. Procedure details: To a mixture of 12.21 g of 3-hydroxybenzaldehyde, 14.00 g of 2-chloroacetamide and 60 ml of dimethylformamide was added 20.70 g of potassium carbonate, and this was heated to stir at 90° C. for 2 hours. After cooled to room temperature, insolubles were filtered and the filtrate was concentrated under reduced pressure. The resulting residue was dissolved in tetrahydrofuran by heating. Insolubles were filtered and the filtrate was concentration under reduced pressure. The resulting crude crystals ... Starting materials: NCCCN(CC1=CC=CC=C1)C1=NC=CC=C1 (2-[N-(3-aminopropyl)-N-benzylamino)pyridine), [N+](=O)([O-])NC1=NC=C(C(N1)=O)CC1=CC=NC=C1 (2-nitroamino-5-(pyrid-4-ylmethyl)pyrimid-4-one). The solvent is N1=CC=CC=C1 (pyridine). Product: C(C1=CC=CC=C1)N(C1=NC=CC=C1)CCCNC1=NC=C(C(N1)=O)CC1=CC=NC=C1 (2-[3-(N-benzyl-N-pyrid-2-ylamino)propylamino]-5-pyrid-4-ylmethylpyrimid-4-one). As a reaction SMILES: [NH2:1][CH2:2][CH2:3][CH2:4][N:5]([C:13]1[CH:18]=[CH:17][CH:16]=[CH:15][N:14]=1)[CH2:6][C:7]1[CH:12]=[CH:11][CH:10]=[CH:9][CH:8]=1.[N+](N[C:23]1[NH:28][C:27](=[O:29])[C:26]([CH2:30][C:31]2[CH:36]=[CH:35][N:34]=[CH:33][CH:32]=2)=[CH:25][N:24]=1)([O-])=O>N1C=CC=CC=1>[CH2:6]([N:5]([CH2:4][CH2:3][CH2:2][NH:1][C:23]1[NH:28][C:27](=[O:29])[C:26]([CH2:30][C:31]2[CH:36]=[CH:35][N:34]=[CH:33][CH:32]=2)=[CH:25][N:24]=1)[C:13]1[CH:18]=[CH:17][CH:16]=[CH:15][N:14]=1)[C:7]1[CH:12]=[CH:11][CH:10]=[CH:9][CH:8]=1. Reported procedure: 2-[N-(3-aminopropyl)-N-benzylamino)pyridine (1.0 g) and 2-nitroamino-5-(pyrid-4-ylmethyl)pyrimid-4-one (0.68 g) were heated together under reflux in pyridine (2.5 ml) for 23 hr. After stripping the residue was twice crystallized from ethanol/water to give 2-[3-(N-benzyl-N-pyrid-2-ylamino)propylamino]-5-pyrid-4-ylmethylpyrimid-4-one 1.6 H2O, 0.86 g (68%) m.p. 87°-89° C. Reactants: C(C=C)OC(=O)NCC(C(C)O)CNC(=O)OCC=C (1-allyloxycarbonylamino-2-(N-allyloxycarbonylaminomethyl)butan-3-ol), N1C=NC=C1 (imidazole), [Si](C)(C)(C(C)(C)C)Cl (t-butyldimethylsilyl chloride). Solvent: CN(C=O)C (N,N-dimethylformamide), C(C)(=O)OCC (ethyl acetate). Conditions: time 14 hour. The product is C(C=C)OC(=O)NCC(C(C)O[Si](C)(C)C(C)(C)C)CNC(=O)OCC=C (1-allyloxycarbonylamino-2-(N-allyloxycarbonylaminomethyl)-3-(t-butyldimethylsilyloxy)butane). Yield: 91.6%. Reaction SMILES: [CH2:1]([O:4][C:5]([NH:7][CH2:8][CH:9]([CH2:13][NH:14][C:15]([O:17][CH2:18][CH:19]=[CH2:20])=[O:16])[CH:10]([OH:12])[CH3:11])=[O:6])[CH:2]=[CH2:3].N1C=CN=C1.[Si:26](Cl)([C:29]([CH3:32])([CH3:31])[CH3:30])([CH3:28])[CH3:27]>CN(C)C=O.C(OCC)(=O)C>[CH2:18]([O:17][C:15]([NH:14][CH2:13][CH:9]([CH2:8][NH:7][C:5]([O:4][CH2:1][CH:2]=[CH2:3])=[O:6])[CH:10]([O:12][Si:26]([C:29]([CH3:32])([CH3:31])[CH3:30])([CH3:28])[CH3:27])[CH3:11])=[O:16])[CH:19]=[CH2:20]. Procedure details: To a stirred solution of 1-allyloxycarbonylamino-2-(N-allyloxycarbonylaminomethyl)butan-3-ol (90.00 g) in N,N-dimethylformamide (800 ml) were added imidazole (85.51 g) and t-butyldimethylsilyl chloride (61.53 g). The resulting mixture was allowed to stand at ambient temperature for 14 hours. The mixture was diluted with ethyl acetate (2.4 l), washed successively with water (1.6 l) and brine (1 l), and dried over magnesium sulfate. Removal of the solvents gave a residue, which was chromatographed...